This data is from the Open Reaction Database (ORD), a public repository of structured organic reaction records. The task is: describe an organic reaction: reactants, conditions, products, and yield Starting materials: CC(C)O, Nc1ccccc1CCl, Cl, COc1ccc2nc(S)[nH]c2c1. Product: COc1ccc2[nH]c(SCc3ccccc3N)nc2c1. Reaction SMILES: [CH:23]([OH:24])([CH3:25])[CH3:26].[Cl:14][CH2:15][c:16]1[c:17]([NH2:18])[cH:19][cH:20][cH:21][cH:22]1.[ClH:13].[SH:1][c:2]1[nH:3][c:4]2[c:5]([n:6]1)[cH:7][cH:8][c:9]([O:11][CH3:12])[cH:10]2>>[S:1]([c:2]1[n:3][c:4]2[c:5]([nH:6]1)[cH:7][cH:8][c:9]([O:11][CH3:12])[cH:10]2)[CH2:15][c:16]1[c:17]([NH2:18])[cH:19][cH:20][cH:21][cH:22]1. The reactants are CCN(C(C)C)C(C)C, O=[N+]([O-])c1cnc(Cl)nc1Cl, ClCCl, Cl, NC1CCOc2c(F)cccc21. Yields the product O=[N+]([O-])c1cnc(Cl)nc1NC1CCOc2c(F)cccc21. Reaction SMILES: [CH:14]([N:15]([CH2:16][CH3:17])[CH:18]([CH3:19])[CH3:20])([CH3:21])[CH3:22].[Cl:23][c:24]1[n:25][cH:26][c:27]([N+:31](=[O:32])[O-:33])[c:28]([Cl:30])[n:29]1.[Cl:34][CH2:35][Cl:36].[ClH:1].[F:2][c:3]1[cH:4][cH:5][cH:6][c:7]2[c:12]1[O:11][CH2:10][CH2:9][CH:8]2[NH2:13]>>[F:2][c:3]1[cH:4][cH:5][cH:6][c:7]2[c:12]1[O:11][CH2:10][CH2:9][CH:8]2[NH:13][c:28]1[c:27]([N+:31](=[O:32])[O-:33])[cH:26][n:25][c:24]([Cl:23])[n:29]1.